Dataset: the Open Reaction Database (ORD), a public repository of structured organic reaction records. Task: describe an organic reaction: reactants, conditions, products, and yield Starting materials: N(C)CC(=O)O (sarcosine), C1(CC1)S(=O)(=O)N (cyclopropanesulfonamide), OC1=C(C(N([C@H]2[C@@H]3CC[C@H]([C@@H]12)C3)CCC(C)C)=O)C3=NS(C1=C(N3)C=CC(=C1)I)(=O)=O ((1R,2S,7R,8S)-6-hydroxy-5-(7-iodo-1,1-dioxo-1,4-dihydro-1λ6-benzo[1,2,4]thiadiazin-3-yl)-3-(3-methyl-butyl)-3-aza-tricyclo[6.2.1.02,7]undec-5-en-4-one), P(=O)([O-])([O-])[O-].[K+].[K+].[K+] (potassium phosphate). Reagents/catalysts: [Cu]I (copper (I) iodide). Conditions: temperature 100 celsius, time 3 hour. The product is OC1=C(C(N([C@H]2[C@@H]3CC[C@H]([C@@H]12)C3)CCC(C)C)=O)C3=NS(C1=C(N3)C=CC(=C1)NS(=O)(=O)C1CC1)(=O)=O (cyclopropanesulfonic acid {3-(1R,2S,7R,8S)-[6-hydroxy-3-(3-methyl-butyl)-4-oxo-3-aza-tricyclo[6.2.1.02,7]undec-5-en-5-yl]-1,1-dioxo-1,4-dihydro-1λ6-benzo[1,2,4]thiadiazin-7-yl}-amide). The yield is 21.9%. RXN SMILES: N(CC(O)=O)C.[CH:7]1([S:10]([NH2:13])(=[O:12])=[O:11])[CH2:9][CH2:8]1.[OH:14][C:15]1[C@H:24]2[C@H:19]([C@H:20]3[CH2:25][C@@H:23]2[CH2:22][CH2:21]3)[N:18]([CH2:26][CH2:27][CH:28]([CH3:30])[CH3:29])[C:17](=[O:31])[C:16]=1[C:32]1[NH:37][C:36]2[CH:38]=[CH:39][C:40](I)=[CH:41][C:35]=2[S:34](=[O:44])(=[O:43])[N:33]=1.P([O-])([O-])([O-])=O.[K+].[K+].[K+]>[Cu]I>[OH:14][C:15]1[C@H:24]2[C@H:19]([C@H:20]3[CH2:25][C@@H:23]2[CH2:22][CH2:21]3)[N:18]([CH2:26][CH2:27][CH:28]([CH3:30])[CH3:29])[C:17](=[O:31])[C:16]=1[C:32]1[NH:37][C:36]2[CH:38]=[CH:39][C:40]([NH:13][S:10]([CH:7]3[CH2:9][CH2:8]3)(=[O:12])=[O:11])=[CH:41][C:35]=2[S:34](=[O:44])(=[O:43])[N:33]=1 |f:3.4.5.6|. Reported procedure: A reaction flask was charged with copper (I) iodide (20 mg, 0.11 mmol), sarcosine (N-methyl glycine) (14.7 mg, 0.17 mmol), cyclopropanesulfonamide (125 mg, 1.04 mmol), (1R,2S,7R,8S)-6-hydroxy-5-(7-iodo-1,1-dioxo-1,4-dihydro-1λ6-benzo[1,2,4]thiadiazin-3-yl)-3-(3-methyl-butyl)-3-aza-tricyclo[6.2.1.02,7]undec-5-en-4-one (prepared as described in Example 34, 115 mg, 0.21 mmol) and potassium phosphate (176 mg, 0.83 mmol). The flask was degassed and backfilled with nitrogen, and then anhydrous N,N-dim... The reactants are C(#N)CC(S(=O)(=O)[O-])P(=O)(O)O (2-cyano-1-phosphonoethanesulfonate), cyano, [H][H] (hydrogen). Reagents/catalysts: catalyst, [Rh] (Rhodium on alumina). Solvent: N (ammonia). Yields the product NCCC(S(=O)(=O)O)P(=O)(O)O (3-Amino-1-phosphonopropanesulfonic Acid). As a reaction SMILES: [C:1]([CH2:3][CH:4]([P:9]([OH:12])([OH:11])=[O:10])[S:5]([O-:8])(=[O:7])=[O:6])#[N:2].[H][H]>N.[Rh]>[NH2:2][CH2:1][CH2:3][CH:4]([P:9]([OH:12])([OH:11])=[O:10])[S:5]([OH:8])(=[O:6])=[O:7]. Procedure details: The hydrogenation of 2-cyano-1-phosphonoethanesulfonate is carried out using the hydrogenation technique of Freifelder (J. Am. Chem. Soc., 82, 2386 (1960)). The cyano compound (2.15 g; 0.01 mole) is placed in 20 ml of 10% methanolic ammonia. Rhodium on alumina (5%) catalyst (0.5 g) is added, and the mixture is hydrogenated at 40 PSI on a Parr apparatus for several hours (until uptake of hydrogen is complete). The catalyst is filtered off, and the filtrate is evaporated dry. The product is purifi... Starting materials: C(C1=CN=CC=C1)=O (nicotinaldehyde), [Mg] (magnesium), C1(=CC=CC=C1)OC (anisole), [Cl-].[NH4+] (ammonium chloride), solution, IC1=C(C=CC(=C1)C(C)(C)C)OC (2-iodo-4-tert-butylanisole), C1(=CC=CC=C1)OC (anisole). Run in C(C)OCC (diethyl ether), C(C)OCC (diethyl ether), C(C)OCC (diethyl ether). Run at temperature 0 celsius, time 1 hour. The product is OC(C=1C=NC=CC1)C1=C(C=CC(=C1)C(C)(C)C)OC (2-[1'-Hydroxy-1'-(3-pyridyl)methyl]-4-tert-butylanisole). As a reaction SMILES: [Mg].I[C:3]1[CH:8]=[C:7]([C:9]([CH3:12])([CH3:11])[CH3:10])[CH:6]=[CH:5][C:4]=1[O:13][CH3:14].C1(OC)C=CC=CC=1.[CH:23](=[O:30])[C:24]1[CH:29]=[CH:28][CH:27]=[N:26][CH:25]=1.[Cl-].[NH4+]>C(OCC)C>[OH:30][CH:23]([C:3]1[CH:8]=[C:7]([C:9]([CH3:12])([CH3:11])[CH3:10])[CH:6]=[CH:5][C:4]=1[O:13][CH3:14])[C:24]1[CH:25]=[N:26][CH:27]=[CH:28][CH:29]=1 |f:4.5|. Reported procedure: 270 mg of magnesium was suspended in 2 ml of anhydrous diethyl ether and 0.5 ml of a solution of 2-iodo-4-tert-butylanisole (prepared by dissolving 2.90 g of the anisole in 5 ml of diethyl ether), followed by warming the mixture to initiate the reaction. Upon addition of the remaining ethereal solution of the anisole, the mixture began to reflux. The mixture was refluxed for 30 minutes and then cooled to 0° C., and 1.03 ml of nicotinaldehyde dissolved in 5 ml of diethyl ether was added dropwise ... The reactants are BrC1=CC=C(C=C1)[C@H](C)N1C(O[C@](CC1)(C1=CC=C(C=C1)F)CCC(=O)N)=O (3-((R)-3-((S)-1-(4-bromophenyl)ethyl)-6-(4-fluorophenyl)-2-oxo-1,3-oxazinan-6-yl)propanamide), N1=C(C=CC=C1)B(O)O (pyridine-2-boronic acid). The product is FC1=CC=C(C=C1)[C@]1(CCN(C(O1)=O)[C@@H](C)C1=CC=C(C=C1)C1=NC=CC=C1)CCC(=O)N (3-((R)-6-(4-fluorophenyl)-2-oxo-3-((S)-1-(4-(pyridin-2-yl)phenyl)ethyl)-1,3-oxazinan-6-yl)propanamide). As a reaction SMILES: Br[C:2]1[CH:7]=[CH:6][C:5]([C@@H:8]([N:10]2[CH2:15][CH2:14][C@:13]([CH2:23][CH2:24][C:25]([NH2:27])=[O:26])([C:16]3[CH:21]=[CH:20][C:19]([F:22])=[CH:18][CH:17]=3)[O:12][C:11]2=[O:28])[CH3:9])=[CH:4][CH:3]=1.[N:29]1[CH:34]=[CH:33][CH:32]=[CH:31][C:30]=1B(O)O>>[F:22][C:19]1[CH:20]=[CH:21][C:16]([C@:13]2([CH2:23][CH2:24][C:25]([NH2:27])=[O:26])[O:12][C:11](=[O:28])[N:10]([C@H:8]([C:5]3[CH:6]=[CH:7][C:2]([C:30]4[CH:31]=[CH:32][CH:33]=[CH:34][N:29]=4)=[CH:3][CH:4]=3)[CH3:9])[CH2:15][CH2:14]2)=[CH:17][CH:18]=1. Procedure: The title compound was prepared from 3-((R)-3-((S)-1-(4-bromophenyl)ethyl)-6-(4-fluorophenyl)-2-oxo-1,3-oxazinan-6-yl)propanamide and pyridine-2-boronic acid following a procedure analogous to that described in Example 1 Step 2. LC-MS Method 2 tR=0.976 min, m/z=448; 1H NMR (CDCl3) 1.50 (d, 3H), 1.91 (m, 1H), 2.17-2.23 (m, 5H), 2.41 (m, 1H), 2.86 (m, 1H), 5.18 (m, 1H), 5.32 (m, 1H), 5.66 (m, 1H), 7.00 (m, 4H), 7.18 (m, 3H), 7.57 (d, 1H), 7.69 (m, 3H), 8.58 (d, 1H). The reactants are COC=1C=C2C(=CC=NC2=CC1OC)OC1=CC=C(C=C1)NC(=O)NC1=CC(=CC=C1)[N+](=O)[O-] (N-{4-[(6,7-Dimethoxy-4-quinolyl)oxy]phenyl}-N'-(3-nitrophenyl)urea). The reagents and catalysts are [OH-].[Pd+2].[OH-].[C] (palladium hydroxide carbon). The solvent is CN(C=O)C.C(C)(=O)OCC (N,N-dimethylformamide ethyl acetate). Reaction conditions: time 3 hour. The product is NC=1C=C(C=CC1)NC(=O)NC1=CC=C(C=C1)OC1=CC=NC2=CC(=C(C=C12)OC)OC (N-(3-Aminophenyl)-N'-{4-[(6,7-dimethoxy-4-quinolyl)oxy]phenyl}urea). The yield is 49.7%. RXN SMILES: [CH3:1][O:2][C:3]1[CH:4]=[C:5]2[C:10](=[CH:11][C:12]=1[O:13][CH3:14])[N:9]=[CH:8][CH:7]=[C:6]2[O:15][C:16]1[CH:21]=[CH:20][C:19]([NH:22][C:23]([NH:25][C:26]2[CH:31]=[CH:30][CH:29]=[C:28]([N+:32]([O-])=O)[CH:27]=2)=[O:24])=[CH:18][CH:17]=1>CN(C)C=O.C(OCC)(=O)C.[OH-].[Pd+2].[OH-].[C]>[NH2:32][C:28]1[CH:27]=[C:26]([NH:25][C:23]([NH:22][C:19]2[CH:18]=[CH:17][C:16]([O:15][C:6]3[C:5]4[C:10](=[CH:11][C:12]([O:13][CH3:14])=[C:3]([O:2][CH3:1])[CH:4]=4)[N:9]=[CH:8][CH:7]=3)=[CH:21][CH:20]=2)=[O:24])[CH:31]=[CH:30][CH:29]=1 |f:1.2,3.4.5.6|. Procedure: N-{4-[(6,7-Dimethoxy-4-quinolyl)oxy]phenyl}-N'-(3-nitrophenyl)urea (28 mg) was dissolved in N,N-dimethylformamide/ethyl acetate (5 ml/2.5 ml), 20% palladium hydroxide-carbon (97 mg) was added, and the admixture was stirred at room temperature under hydrogen for 3 hours. The reaction mixture was filtered using Celite, the filtrate was washed with brine and then dried with anhydrous sodium sulfate. The solvent was then removed by reduced-pressure distillation to obtain 13 mg of the title compound ... Starting materials: [O-2].[Al+3].[O-2].[O-2].[Al+3] (aluminum oxide), FC=1C=C(C=CC1F)C1(CCC(CC1)C1CCC2(OCCO2)CC1)O (1-(3,4-difluorophenyl)-4-(1,4-dioxa-8-spiro[4.5]decyl) cyclohexanol), C(CO)O (ethylene glycol), C[Si](C)(C)O[Si](C)(C)C (Fluka AG). The solvent is C(CCl)Cl (ethylene chloride). Yields the product FC=1C=C(C=CC1F)C1=CCC(CC1)C1CCC2(OCCO2)CC1 (8-[4-(3,4-difluorophenyl)-3-cyclohexenyl]-1,4-dioxaspiro [4.5]decane). The yield is 66.2%. As a reaction SMILES: [F:1][C:2]1[CH:3]=[C:4]([C:9]2(O)[CH2:14][CH2:13][CH:12]([CH:15]3[CH2:24][CH2:23][C:18]4([O:22][CH2:21][CH2:20][O:19]4)[CH2:17][CH2:16]3)[CH2:11][CH2:10]2)[CH:5]=[CH:6][C:7]=1[F:8].C(O)CO.C[Si](O[Si](C)(C)C)(C)C.[O-2].[Al+3].[O-2].[O-2].[Al+3]>C(Cl)CCl>[F:1][C:2]1[CH:3]=[C:4]([C:9]2[CH2:14][CH2:13][CH:12]([CH:15]3[CH2:24][CH2:23][C:18]4([O:19][CH2:20][CH2:21][O:22]4)[CH2:17][CH2:16]3)[CH2:11][CH:10]=2)[CH:5]=[CH:6][C:7]=1[F:8] |f:3.4.5.6.7|. Procedure details: A mixture of 7.8 g of crude 1-(3,4-difluorophenyl)-4-(1,4-dioxa-8-spiro[4.5]decyl) cyclohexanol, 1.05 ml of ethylene glycol, 1.05 g of Amberlyst® 15 (strongly acid ion exchange resin, Fluka AG) and 80 ml of ethylene chloride was refluxed through neutral aluminum oxide for 3 hours. Subsequently, the mixture was cooled to room temperature and washed twice with water. The aqueous phases were extracted twice with methylene chloride. The organic phases where dried over sodium sulfate, filtered and co... Reactants: C1(CC1)C1=NC(=C(C(=N1)Cl)[N+](=O)[O-])Cl (2-cyclopropyl-4,6-dichloro-5-nitropyrimidine). Reagents/catalysts: [Ni] (Raney nickel). Run in C(C)O (ethanol). The product is C1(CC1)C1=NC(=C(C(=N1)Cl)N)Cl (2-cyclopropyl-4,6-dichloro-5-amino-pyrimidine). Isolated yield 67.2%. Reaction SMILES: [CH:1]1([C:4]2[N:9]=[C:8]([Cl:10])[C:7]([N+:11]([O-])=O)=[C:6]([Cl:14])[N:5]=2)[CH2:3][CH2:2]1>[Ni].C(O)C>[CH:1]1([C:4]2[N:5]=[C:6]([Cl:14])[C:7]([NH2:11])=[C:8]([Cl:10])[N:9]=2)[CH2:3][CH2:2]1. Procedure details: 70 g of 2-cyclopropyl-4,6-dichloro-5-nitropyrimidine are hydrated in the presence of 8.2 g Raney nickel in 700 ml ethanol at 100 bar for 6 hours at room temperature. The reaction product is first extracted with methylenechloride, then the solution is concentrated, and the residue dissolved in cyclohexane and recrystallized. 41 g of 2-cyclopropyl-4,6-dichloro-5-amino-pyrimidine is obtained. Reaction SMILES: [CH2:41]1[O:42][CH2:43][CH2:44][CH2:45]1.[CH3:1][O:2][C:3]([c:4]1[cH:5][cH:6][c:7]([CH2:10][P:11]([O:12][CH3:13])([O:14][CH3:15])=[O:16])[cH:8][cH:9]1)=[O:17].[CH3:46][CH2:47][O:48][C:49](=[O:50])[CH3:51].[CH:18]([N-:19][CH:20]([CH3:21])[CH3:22])([CH3:23])[CH3:24].[Li+:25].[O:26]([C:27]([CH3:28])([CH3:29])[CH3:30])[C:31](=[O:32])[N:33]1[CH2:34][CH2:35][C:36](=[O:39])[CH2:37][CH2:38]1.[OH2:40]>>[CH3:1][O:2][C:3]([c:4]1[cH:5][cH:6][c:7]([CH:10]=[C:36]2[CH2:35][CH2:34][N:33]([C:31]([O:26][C:27]([CH3:28])([CH3:29])[CH3:30])=[O:32])[CH2:38][CH2:37]2)[cH:8][cH:9]1)=[O:17]. Product: COC(=O)c1ccc(C=C2CCN(C(=O)OC(C)(C)C)CC2)cc1. Starting materials: C1CCOC1, COC(=O)c1ccc(CP(=O)(OC)OC)cc1, CCOC(C)=O, CC(C)[N-]C(C)C, [Li+], CC(C)(C)OC(=O)N1CCC(=O)CC1, O.